From a dataset of the Open Reaction Database (ORD), a public repository of structured organic reaction records. describe an organic reaction: reactants, conditions, products, and yield Product: FC1=CC2=C(NC(=N2)C2=NNC=C2NC(N(C(C)C)C(C)C)=O)C=C1N1CCOCC1 (3-[3-(5-fluoro-6-morpholin-4-yl-1H-benzimidazol-2-yl)-1H-pyrazol-4-yl]-1,1-diisopropylurea). The solvent is Cl (hydrochloric acid). As a reaction SMILES: [F:1][C:2]1[C:31]([N:32]2[CH2:37][CH2:36][O:35][CH2:34][CH2:33]2)=[CH:30][C:5]2[NH:6][C:7]([C:9]3[C:13]([NH:14][C:15](=[O:23])[N:16]([CH:20]([CH3:22])[CH3:21])[CH:17]([CH3:19])[CH3:18])=[CH:12][N:11](C4CCCCO4)[N:10]=3)=[N:8][C:4]=2[CH:3]=1>Cl>[F:1][C:2]1[C:31]([N:32]2[CH2:33][CH2:34][O:35][CH2:36][CH2:37]2)=[CH:30][C:5]2[NH:6][C:7]([C:9]3[C:13]([NH:14][C:15](=[O:23])[N:16]([CH:20]([CH3:22])[CH3:21])[CH:17]([CH3:18])[CH3:19])=[CH:12][NH:11][N:10]=3)=[N:8][C:4]=2[CH:3]=1. Procedure: A solution of 550 mg of 3-[3-(5-fluoro-6-morpholin-4-yl-1H-benzimidazol-2-yl)-1-(tetrahydropyran-2-yl)-1H-pyrazol-4-yl]-1,1-diisopropylurea in 8.5 mL of concentrated hydrochloric acid is stirred at ambient temperature for 12 hours and the medium is concentrated under vacuum in a rotary evaporator. The reaction crude is purified by preparative LC/MS, elution being carried out with a mixture of water and acetonitrile containing respectively 0.07% of trifluoroacetic acid. 183 mg of 3-[3-(5-fluoro-6... The reactants are FC1=CC2=C(NC(=N2)C2=NN(C=C2NC(N(C(C)C)C(C)C)=O)C2OCCCC2)C=C1N1CCOCC1 (3-[3-(5-fluoro-6-morpholin-4-yl-1H-benzimidazol-2-yl)-1-(tetrahydropyran-2-yl)-1H-pyrazol-4-yl]-1,1-diisopropylurea). The yield is 39.8%. The reactants are ClC1=NC=C(C(=O)O)C=C1 (6-Chloronicotinic acid), ice, Cl (hydrochloric acid), solution, B (borane). The solvent is O1CCCC1 (tetrahydrofuran). Conditions: time 8 hour. The product is ClC1=CC=C(C=N1)CO (6-chloro-3-pyridinemethanol). Reaction SMILES: [Cl:1][C:2]1[CH:10]=[CH:9][C:5]([C:6](O)=[O:7])=[CH:4][N:3]=1.B.Cl>O1CCCC1>[Cl:1][C:2]1[N:3]=[CH:4][C:5]([CH2:6][OH:7])=[CH:9][CH:10]=1. Procedure: 6-Chloronicotinic acid (3.0 g, 18.98 mmol) is dissolved in 30 ml of tetrahydrofuran (THF), with the temperature of the solution maintained below 30°. A 1 M solution of borane/TMF (19 ml, 19.0 mmol) is added at a rate to maintain a slow evolution of gas. This mixture is stirred at RT overnight. The reaction is poured onto approximately 50 g ice with 2 ml concentrated hydrochloric acid and is stirred for 1 hour. The pH of the reaction is adjusted to 5. The reaction is then extracted with chlorofor... Starting materials: CS(=O)(=O)c1cc(Br)cnc1Cl, CC(C)(C)OC(=O)C[Zn+], C1CCOC1, [Cl-]. Yields the product CC(C)(C)OC(=O)Cc1cnc(Cl)c(S(C)(=O)=O)c1. As a reaction SMILES: [Br:1][c:2]1[cH:3][c:4]([S:9](=[O:10])(=[O:11])[CH3:12])[c:5]([Cl:8])[n:6][cH:7]1.[C:14]([CH3:15])([CH3:16])([CH3:17])[O:18][C:19]([CH2:20][Zn+:21])=[O:22].[CH2:23]1[O:24][CH2:25][CH2:26][CH2:27]1.[Cl-:13]>>[c:2]1([CH2:20][C:19]([O:18][C:14]([CH3:15])([CH3:16])[CH3:17])=[O:22])[cH:3][c:4]([S:9](=[O:10])(=[O:11])[CH3:12])[c:5]([Cl:8])[n:6][cH:7]1. Starting materials: S(=O)([O-])[O-].[Na+].[Na+] (sodium sulfite), CC[C@@H]1CN2CC[C@@H]1C[C@@H]2[C@@H](C3=C4C=C(C=CC4=NC=C3)OC)OC5=NN=C(C6=CC=CC=C65)O[C@@H]([C@H]7C[C@@H]8CCN7C[C@@H]8CC)C9=C1C=C(C=CC1=NC=C9)OC (AD-mix-α), C(C)(C)(C)O (t-butanol), C(C1=CC=CC=C1)OC(=O)N1CCN(CC1)C1=NC2=CC=CC=C2C(=N1)OCCC=C (2-[4-(benzyloxycarbonyl)piperazin-1-yl)-4-[(3-buten-1-yl)oxy]-quinazoline). Solvent: O (water). The product is C(C1=CC=CC=C1)OC(=O)N1CCN(CC1)C1=NC2=CC=CC=C2C(=N1)OCC[C@@H](CO)O (2-[4-(benzyloxycarbonyl)piperazin-1-yl]-4-[(3S)-(3,4-dihydroxybutan-1-yl)oxy]quinazoline). RXN SMILES: CC[C@H]1[C@H]2C[C@H]([C@H](OC3C4C(=CC=CC=4)C(O[C@H](C4C=CN=C5C=4C=C(OC)C=C5)[C@@H]4N5C[C@H](CC)[C@@H](CC5)C4)=NN=3)C3C=CN=C4C=3C=C([O:22]C)C=C4)N(CC2)C1.[C:59]([OH:63])(C)([CH3:61])[CH3:60].[CH2:64]([O:71][C:72]([N:74]1[CH2:79][CH2:78][N:77]([C:80]2[N:89]=[C:88]([O:90][CH2:91]CC=C)[C:87]3[C:82](=[CH:83][CH:84]=[CH:85][CH:86]=3)[N:81]=2)[CH2:76][CH2:75]1)=[O:73])[C:65]1[CH:70]=[CH:69][CH:68]=[CH:67][CH:66]=1.S([O-])([O-])=O.[Na+].[Na+]>O>[CH2:64]([O:71][C:72]([N:74]1[CH2:79][CH2:78][N:77]([C:80]2[N:89]=[C:88]([O:90][CH2:91][CH2:60][C@H:59]([OH:63])[CH2:61][OH:22])[C:87]3[C:82](=[CH:83][CH:84]=[CH:85][CH:86]=3)[N:81]=2)[CH2:76][CH2:75]1)=[O:73])[C:65]1[CH:70]=[CH:69][CH:68]=[CH:67][CH:66]=1 |f:3.4.5|. Procedure details: To a mixture of AD-mix-α (manufactured by Aldrich Co.) (29.74 g), t-butanol (106 ml) and water (106 ml) is added 2-[4-(benzyloxycarbonyl)piperazin-1-yl)-4-[(3-buten-1-yl)oxy]-quinazoline (8.88 g) with stirring under ice-cooling, and the mixture is stirred under ice-cooling for 22 hours. To the reaction mixture is added sodium sulfite (31.8 g), and the mixture is stirred at room temperature for 35 minutes. The reaction mixture is separated into an organic layer and an aqueous layer, and the aqueo... Starting materials: S(O)(O)(=O)=O (sulfuric acid), C(C)OC=CC(=O)N(C1=CC=CC=C1)C1CCN(CC1)C(C1=CC=CC=C1)=O (N-(β-ethoxyacryloyl)-N-(1-benzoyl-4-piperidinyl)aniline), ice water. Yields the product C(C1=CC=CC=C1)(=O)N1CCC(CC1)N1C(=O)C=CC2=CC=CC=C12 (1-(1-benzoyl-4-piperidinyl)carbostyril). Yield: 75.4%. As a reaction SMILES: S(=O)(=O)(O)O.C(O[CH:9]=[CH:10][C:11]([N:13]([CH:20]1[CH2:25][CH2:24][N:23]([C:26](=[O:33])[C:27]2[CH:32]=[CH:31][CH:30]=[CH:29][CH:28]=2)[CH2:22][CH2:21]1)[C:14]1[CH:19]=[CH:18][CH:17]=[CH:16][CH:15]=1)=[O:12])C>>[C:26]([N:23]1[CH2:24][CH2:25][CH:20]([N:13]2[C:14]3[C:19](=[CH:18][CH:17]=[CH:16][CH:15]=3)[CH:9]=[CH:10][C:11]2=[O:12])[CH2:21][CH2:22]1)(=[O:33])[C:27]1[CH:28]=[CH:29][CH:30]=[CH:31][CH:32]=1. Procedure details: Conc. sulfuric acid (8 ml) is added to N-(β-ethoxyacryloyl)-N-(1-benzoyl-4-piperidinyl)aniline (0.8 g) and the mixture is reacted at 60° C. for 30 minutes. The reaction mixture is poured into ice-water and then extracted with dichloromethane. The solvent is concentrated and the resulting residue is purified by silica gel column chromatography (solvent; dichloromethane:methanol=50:1) to give 1-(1-benzoyl-4-piperidinyl)carbostyril (0.53 g).